This data is from the Open Reaction Database (ORD), a public repository of structured organic reaction records. The task is: describe an organic reaction: reactants, conditions, products, and yield The reactants are C(C(C)C)(=O)N (isobutyramide), C(C(=O)Cl)(=O)Cl (oxalyl chloride), C(C(C)C)(=O)Cl (isobutyryl chloride), C(C(C)C)(=O)N (isobutyramide), C(C(=O)Cl)(=O)Cl (oxalyl chloride), CN1N=CC(=C1)C1=NC=CC(=C1)OC=1C=CC(=NC1C(F)(F)F)N (5-((2-(1-methyl-1H-pyrazol-4-yl)pyridin-4-yl)oxy)-6-(trifluoromethyl)pyridin-2-amine), CCN(C(C)C)C(C)C (DIEA). The reagents and catalysts are [Ag]OC#N (silver cyanate). Solvent: ClCCCl (DCE), ClCCCl (DCE), C(Cl)Cl (DCM), CCOC(=O)C (EtOAc), ClCCCl (DCE), O1CCOCC1 (dioxane). Reaction conditions: time 5 minute. Yields the product CN1N=CC(=C1)C1=NC=CC(=C1)OC=1C=CC(=NC1C(F)(F)F)NC(=O)NC(C(C)C)=O (N-((5-((2-(1-methyl-1H-pyrazol-4-yl)pyridin-4-yl)oxy)-6-(trifluoromethyl)pyridin-2-yl)carbamoyl)isobutyramide). The yield is 44.9%. As a reaction SMILES: [C:1]([NH2:6])(=[O:5])[CH:2]([CH3:4])[CH3:3].C(Cl)(=O)[C:8](Cl)=[O:9].[CH3:13][N:14]1[CH:18]=[C:17]([C:19]2[CH:24]=[C:23]([O:25][C:26]3[CH:27]=[CH:28][C:29]([NH2:36])=[N:30][C:31]=3[C:32]([F:35])([F:34])[F:33])[CH:22]=[CH:21][N:20]=2)[CH:16]=[N:15]1.CCN(C(C)C)C(C)C.C(Cl)(=O)C(C)C>ClCCCl.O1CCOCC1.C(Cl)Cl.[Ag]OC#N.CCOC(C)=O>[CH3:13][N:14]1[CH:18]=[C:17]([C:19]2[CH:24]=[C:23]([O:25][C:26]3[CH:27]=[CH:28][C:29]([NH:36][C:8]([NH:6][C:1](=[O:5])[CH:2]([CH3:4])[CH3:3])=[O:9])=[N:30][C:31]=3[C:32]([F:35])([F:34])[F:33])[CH:22]=[CH:21][N:20]=2)[CH:16]=[N:15]1. Procedure: A suspension of Example B7 (0.021 g, 0.246 mmol) in DCE (3 mL) was treated with oxalyl chloride (0.022 mL, 0.246 mmol), stirred at RT for 5 min, then heated at 80° C. for 1 h. The mixture was cooled to RT, added drop-wise to a solution of 5-((2-(1-methyl-1H-pyrazol-4-yl)pyridin-4-yl)oxy)-6-(trifluoromethyl)pyridin-2-amine (0.055 g, 0.164 mmol) and DIEA (0.172 mL, 0.984 mmol) in dioxane (3 mL) and stirred at RT overnight. A solution of silver cyanate (0.246 g, 1.640 mmol) in DCM (3 mL) was treate... Starting materials: BrC1(C(NC(NC1=O)=O)=O)CCCCCCCCCC (5-Bromo-5-decylbarbituric Acid), OCCN1CCNCC1 (N-(2-hydroxyethyl)piperazine), O (water). Solvent: CS(=O)C (dimethylsulfoxide), CS(=O)C (dimethylsulfoxide). Run at temperature 0 celsius. Product: C(CCCCCCCCC)C1(C(NC(NC1=O)=O)=O)C1N(CCNC1)CCO (5-Decyl-5-[N-(2-hydroxyethyl)piperazinyl]barbituric Acid). Yield: 43.7%. As a reaction SMILES: Br[C:2]1([CH2:11][CH2:12][CH2:13][CH2:14][CH2:15][CH2:16][CH2:17][CH2:18][CH2:19][CH3:20])[C:7](=[O:8])[NH:6][C:5](=[O:9])[NH:4][C:3]1=[O:10].[OH:21][CH2:22][CH2:23][N:24]1[CH2:29][CH2:28][NH:27][CH2:26][CH2:25]1.O>CS(C)=O>[CH2:11]([C:2]1([CH:25]2[CH2:26][NH:27][CH2:28][CH2:29][N:24]2[CH2:23][CH2:22][OH:21])[C:7](=[O:8])[NH:6][C:5](=[O:9])[NH:4][C:3]1=[O:10])[CH2:12][CH2:13][CH2:14][CH2:15][CH2:16][CH2:17][CH2:18][CH2:19][CH3:20]. Procedure: To a solution of 5-Bromo-5-decylbarbituric Acid (0.619 g) in 1.3 ml of dimethylsulfoxide, kept under stirring at 0° C., a solution of 0.93 g of N-(2-hydroxyethyl)piperazine in 0.7 ml of dimethylsulfoxide is added dropwise, then the reaction is stirred at room temperature for 1 hour. The mixture is then cooled to 0° C. and added with 30 ml of water. A white solid separates, which is kept under stirring for 1 hour, then is filtered and dried under vacuum at 50° C. 0.309 g of the product are obtain...